From a dataset of the Open Reaction Database (ORD), a public repository of structured organic reaction records. describe an organic reaction: reactants, conditions, products, and yield Starting materials: resultant mixture, ClCCl (dichloromethane), FC1=CC=C(C=C1)C1=CCN(C[C@@H]1OC(C(C)(C)C)=O)C(=O)OC(C)(C)C (tert-butyl (R)-4-(4-fluorophenyl)-5-(pivaloyloxy)-5,6-dihydropyridine-1(2H)-carboxylate), FC(C(=O)O)(F)F (trifluoroacetic acid), resultant mixture, C([O-])(O)=O.[Na+] (sodium bicarbonate). Run in C(C)(=O)OCC (ethyl acetate). The product is C(C(C)(C)C)(=O)O[C@H]1CNCC=C1C1=CC=C(C=C1)F ((R)-4-(4-Fluorophenyl)-1,2,3,6-tetrahydropyridin-3-yl pivalate), crude product. Reaction SMILES: ClCCl.[F:4][C:5]1[CH:10]=[CH:9][C:8]([C:11]2[C@@H:16]([O:17][C:18](=[O:23])[C:19]([CH3:22])([CH3:21])[CH3:20])[CH2:15][N:14](C(OC(C)(C)C)=O)[CH2:13][CH:12]=2)=[CH:7][CH:6]=1.FC(F)(F)C(O)=O.C(=O)(O)[O-].[Na+]>C(OCC)(=O)C>[C:18]([O:17][C@@H:16]1[C:11]([C:8]2[CH:9]=[CH:10][C:5]([F:4])=[CH:6][CH:7]=2)=[CH:12][CH2:13][NH:14][CH2:15]1)(=[O:23])[C:19]([CH3:22])([CH3:21])[CH3:20] |f:3.4|. Reported procedure: To a dichloromethane solution (3.0 mL) of tert-butyl (R)-4-(4-fluorophenyl)-5-(pivaloyloxy)-5,6-dihydropyridine-1(2H)-carboxylate (1.69 g, 4.48 mmol) synthesized in Reference Synthesis Example 131, trifluoroacetic acid (1.4 mL) was added and the resultant mixture was stirred at room temperature for 2 hours. After completion of the reaction, saturated sodium bicarbonate aqueous solution was added to the reaction solution and extraction from the resultant mixture with ethyl acetate was performed. ... Starting materials: CC1=C(C#N)C=C(C=C1)[C@@H]1CN(CCC1)C(=O)C1=C(N=C(S1)C1=CC=C(C=C1)C(F)(F)F)C ((R)-2-methyl-5-{1-[4-methyl-2-(4-trifluoromethyl-phenyl)-thiazole-5-carbonyl]-piperidin-3-yl}-benzonitrile), C[Sn](C)(C)N=[N+]=[N-] (Trimethyltin azide). Run in C1(=CC=CC=C1)C (toluene), C(C)OCC (diethyl ether). Product: CC1=C(C=C(C=C1)C1CN(CCC1)C(=O)C1=C(N=C(S1)C1=CC=C(C=C1)C(F)(F)F)C)C1=NN=NN1 ({3-[4-methyl-3-(1H-tetrazol-5-yl)-phenyl]-piperidin-1-yl}-[4-methyl-2-(4-trifluoromethyl-phenyl)-thiazol-5-yl]-methanone). Yield: 46.0%. As a reaction SMILES: [CH3:1][C:2]1[CH:9]=[CH:8][C:7]([C@H:10]2[CH2:15][CH2:14][CH2:13][N:12]([C:16]([C:18]3[S:22][C:21]([C:23]4[CH:28]=[CH:27][C:26]([C:29]([F:32])([F:31])[F:30])=[CH:25][CH:24]=4)=[N:20][C:19]=3[CH3:33])=[O:17])[CH2:11]2)=[CH:6][C:3]=1[C:4]#[N:5].C[Sn]([N:38]=[N+:39]=[N-:40])(C)C>C1(C)C=CC=CC=1.C(OCC)C>[CH3:1][C:2]1[CH:9]=[CH:8][C:7]([CH:10]2[CH2:15][CH2:14][CH2:13][N:12]([C:16]([C:18]3[S:22][C:21]([C:23]4[CH:24]=[CH:25][C:26]([C:29]([F:32])([F:30])[F:31])=[CH:27][CH:28]=4)=[N:20][C:19]=3[CH3:33])=[O:17])[CH2:11]2)=[CH:6][C:3]=1[C:4]1[NH:40][N:39]=[N:38][N:5]=1. Procedure: (R)-2-methyl-5-{1-[4-methyl-2-(4-trifluoromethyl-phenyl)-thiazole-5-carbonyl]-piperidin-3-yl}-benzonitrile (262 mg, 0.56 mmol) was dissolved in toluene (5 mL). Trimethyltin azide (230 mg, 1.12 mmol) was added and the mixture heated at reflux for 24 h. The mixture was diluted with diethyl ether (100 mL) and washed with 0.1 N HCl (100 mL). The organic phase was dried over anhydrous sodium sulfate, filtered and concentrated under reduced pressure. The resultant oil was flash chromatographed with 7.... Starting materials: COC(CC=1C=NC=C(C1)Br)=O ((5-Bromo-pyridin-3-yl)acetic acid methyl ester), C([O-])(O)=O.[Na+] (sodium bicarbonate), C(C)C(CC)(C1=CC(=C(C=C1)B1OC(C(O1)(C)C)(C)C)C)C1=CC(=C(C=C1)/C=C/C1(CCOCC1)O)C (4-[(E)-2-(4-{1-ethyl-1-[3-methyl-4-(4,4,5,5-tetramethyl-[1,3,2]dioxaborolan-2-yl)-phenyl]-propyl}-2-methyl-phenyl)-vinyl]-tetrahydro-pyran-4-ol), C1(CCCCC1)P(C1=C(C=CC=C1)C1=C(C=CC=C1OC)OC)C1CCCCC1 (2-dicyclohexylphosphino-2′,6′-dimethoxy-1,1′-biphenyl), P(=O)([O-])([O-])[O-].[K+].[K+].[K+] (potassium phosphate). Reagents/catalysts: C(C)(=O)[O-].[Pd+2].C(C)(=O)[O-] (palladium acetate). The solvent is O (water), C1(=CC=CC=C1)C (toluene). Reaction conditions: temperature 100 celsius, time 3 hour. Yields the product COC(CC=1C=NC=C(C1)C1=C(C=C(C=C1)C(CC)(C1=CC(=C(C=C1)\C=C\C1(CCOCC1)O)C)CC)C)=O ({5-[4-(1-ethyl-1-{4-[(E)-2-(4-hydroxy-tetrahydro-pyran-4-yl)-vinyl]-3-methyl-phenyl}-propyl)-2-methyl-phenyl]-pyridin-3-yl}-acetic Acid Methyl Ester). The yield is 48.4%. Reaction SMILES: [CH3:1][O:2][C:3](=[O:12])[CH2:4][C:5]1[CH:6]=[N:7][CH:8]=[C:9](Br)[CH:10]=1.C1(P(C2CCCCC2)C2C=CC=CC=2C2C(OC)=CC=CC=2OC)CCCCC1.P([O-])([O-])([O-])=O.[K+].[K+].[K+].[CH2:50]([C:52]([C:71]1[CH:76]=[CH:75][C:74](/[CH:77]=[CH:78]/[C:79]2([OH:85])[CH2:84][CH2:83][O:82][CH2:81][CH2:80]2)=[C:73]([CH3:86])[CH:72]=1)([C:55]1[CH:60]=[CH:59][C:58](B2OC(C)(C)C(C)(C)O2)=[C:57]([CH3:70])[CH:56]=1)[CH2:53][CH3:54])[CH3:51].C(=O)(O)[O-].[Na+]>C1(C)C=CC=CC=1.C([O-])(=O)C.[Pd+2].C([O-])(=O)C.O>[CH3:1][O:2][C:3](=[O:12])[CH2:4][C:5]1[CH:6]=[N:7][CH:8]=[C:9]([C:58]2[CH:59]=[CH:60][C:55]([C:52]([CH2:53][CH3:54])([C:71]3[CH:76]=[CH:75][C:74](/[CH:77]=[CH:78]/[C:79]4([OH:85])[CH2:84][CH2:83][O:82][CH2:81][CH2:80]4)=[C:73]([CH3:86])[CH:72]=3)[CH2:50][CH3:51])=[CH:56][C:57]=2[CH3:70])[CH:10]=1 |f:2.3.4.5,7.8,10.11.12|. Procedure details: (5-Bromo-pyridin-3-yl)acetic acid methyl ester (Example 24-(2); 39 mg, 0.171 mmol), palladium acetate (2.5 mg, 0.011 mmol), 2-dicyclohexylphosphino-2′,6′-dimethoxy-1,1′-biphenyl (9.0 mg, 0.022 mmol), potassium phosphate (73 mg, 0.342 mmol) and water (0.2 mL) were added to a solution of 4-[(E)-2-(4-{1-ethyl-1-[3-methyl-4-(4,4,5,5-tetramethyl-[1,3,2]dioxaborolan-2-yl)-phenyl]-propyl}-2-methyl-phenyl)-vinyl]-tetrahydro-pyran-4-ol (Example 131-(3); 57.4 mg, 0.114 mmol) in toluene (2 mL). After repla... Reactants: ClC1=CC(=C(CN2N=C(C3=CC(=CC=C23)\C=C/2\C(N(C(S2)=O)[C@H]2[C@@H](CNCC2)F)=O)C)C=C1)C(F)(F)F ((5Z)-5-({1-[4-Chloro-2-(trifluoromethyl)benzyl]-3-methyl-1H-indazol-5-yl}methylidene)-3-[(trans)-3-fluoropiperidin-4-yl]-1,3-thiazolidine-2,4-dione), C(C)=O (acetaldehyde). Product: ClC1=CC(=C(CN2N=C(C3=CC(=CC=C23)\C=C/2\C(N(C(S2)=O)[C@H]2[C@@H](CN(CC2)CC)F)=O)C)C=C1)C(F)(F)F ((5Z)-5-({1-[4-Chloro-2-(trifluoromethyl)benzyl]-3-methyl-1H-indazol-5-yl}methylidene)-3-[(trans)-1-ethyl-3-fluoropiperidin-4-yl]-1,3-thiazolidine-2,4-dione). Reaction SMILES: [Cl:1][C:2]1[CH:33]=[CH:32][C:5]([CH2:6][N:7]2[C:15]3[C:10](=[CH:11][C:12](/[CH:16]=[C:17]4/[C:18](=[O:30])[N:19]([C@@H:23]5[CH2:28][CH2:27][NH:26][CH2:25][C@H:24]5[F:29])[C:20](=[O:22])[S:21]/4)=[CH:13][CH:14]=3)[C:9]([CH3:31])=[N:8]2)=[C:4]([C:34]([F:37])([F:36])[F:35])[CH:3]=1.[CH:38](=O)[CH3:39]>>[Cl:1][C:2]1[CH:33]=[CH:32][C:5]([CH2:6][N:7]2[C:15]3[C:10](=[CH:11][C:12](/[CH:16]=[C:17]4/[C:18](=[O:30])[N:19]([C@@H:23]5[CH2:28][CH2:27][N:26]([CH2:38][CH3:39])[CH2:25][C@H:24]5[F:29])[C:20](=[O:22])[S:21]/4)=[CH:13][CH:14]=3)[C:9]([CH3:31])=[N:8]2)=[C:4]([C:34]([F:37])([F:36])[F:35])[CH:3]=1. Reported procedure: (5Z)-5-({1-[4-Chloro-2-(trifluoromethyl)benzyl]-3-methyl-1H-indazol-5-yl}methylidene)-3-[(trans)-1-ethyl-3-fluoropiperidin-4-yl]-1,3-thiazolidine-2,4-dione was prepared from (5Z)-5-({1-[4-chloro-2-(trifluoromethyl)benzyl]-3-methyl-1H-indazol-5-yl}methylidene)-3-[(trans)-3-fluoropiperidin-4-yl]-1,3-thiazolidine-2,4-dione (Example 333) and acetaldehyde following General Procedure R2. The reactants are Cl.CN(C1=C(CCl)C=CC=C1)C (2-dimethylaminobenzylchloride hydrochloride), CC1(C(NC(N1)=O)=S)C (5,5-dimethyl-4-thiohydantoin). The solvent is CO (methanol). Conditions: time 2 hour. Product: CN(C1=C(CSC2=NC(NC2(C)C)=O)C=CC=C1)C (4-(2-dimethylaminobenzylthio)-5,5-dimethyl-3-imidazolin-2-one). As a reaction SMILES: Cl.[CH3:2][N:3]([CH3:12])[C:4]1[CH:11]=[CH:10][CH:9]=[CH:8][C:5]=1[CH2:6]Cl.[CH3:13][C:14]1([CH3:21])[NH:18][C:17](=[O:19])[NH:16][C:15]1=[S:20]>CO>[CH3:2][N:3]([CH3:12])[C:4]1[CH:11]=[CH:10][CH:9]=[CH:8][C:5]=1[CH2:6][S:20][C:15]1[C:14]([CH3:21])([CH3:13])[NH:18][C:17](=[O:19])[N:16]=1 |f:0.1|. Procedure: Initially, 2.5 g of 2-dimethylaminobenzylchloride hydrochloride was added to a solution of 1.5 g of 5,5-dimethyl-4-thiohydantoin in 50 mL of methanol (MeQH). The reaction mixture was stirred for two hours at the room temperature and concentrated in vacuo. To the residue, there was added 100 mL of CHCl3. The residue was washed two times with 100 mL of aqueous solution of NaHCO3, dried over MgSO4 and concentrated in vacuo. The residue purified by column chromatography [CHCl3 :MeOH=100:1 (v/v)]. Re... Procedure details: 5-Bromo-3-fluoropicolinamide (1.44 g, 6.5 mmol) was stirred at 120° C. in conc. HCl (17 mL) for 1.5 h. The mixture was cooled in an ice bath and the pH adjusted to pH 5 with NaOH solution (48%, aq.). The mixture was extracted with 40% MeOH in DCM, dried using a phase separator and concentrated in vacuo to give a brown powder. Reactants: BrC=1C=C(C(=NC1)C(=O)N)F (5-Bromo-3-fluoropicolinamide), [OH-].[Na+] (NaOH). Solvent: Cl (HCl). Yields the product BrC=1C=C(C(=NC1)C(=O)O)F (5-bromo-3-fluoropicolinic acid). As a reaction SMILES: [Br:1][C:2]1[CH:3]=[C:4]([F:11])[C:5]([C:8](N)=[O:9])=[N:6][CH:7]=1.[OH-:12].[Na+]>Cl>[Br:1][C:2]1[CH:3]=[C:4]([F:11])[C:5]([C:8]([OH:12])=[O:9])=[N:6][CH:7]=1 |f:1.2|. Starting materials: CCO, Cl, Cl, CCOC(=O)C1CCCN(CC2=Cc3ccc(OCc4ccc(OC(C)C(F)(F)F)c(C(F)(F)F)c4)cc3OC2)C1, [Na+], C1COCCO1, C1COCCO1, [OH-]. Product: Cl, CC(Oc1ccc(COc2ccc3c(c2)OCC(CN2CCCC(C(=O)O)C2)=C3)cc1C(F)(F)F)C(F)(F)F. RXN SMILES: [CH3:52][CH2:53][OH:54].[ClH:44].[ClH:45].[F:1][C:2]([c:3]1[cH:4][c:5]([CH2:6][O:7][c:8]2[cH:9][cH:10][c:11]3[c:16]([cH:17]2)[O:15][CH2:14][C:13]([CH2:18][N:19]2[CH2:20][CH:21]([C:25](=[O:26])[O:27][CH2:28][CH3:29])[CH2:22][CH2:23][CH2:24]2)=[CH:12]3)[cH:30][cH:31][c:32]1[O:33][CH:34]([C:35]([F:36])([F:37])[F:38])[CH3:39])([F:40])[F:41].[Na+:43].[O:46]1[CH2:47][CH2:48][O:49][CH2:50][CH2:51]1.[O:55]1[CH2:56][CH2:57][O:58][CH2:59][CH2:60]1.[OH-:42]>>[ClH:44].[F:1][C:2]([c:3]1[cH:4][c:5]([CH2:6][O:7][c:8]2[cH:9][cH:10][c:11]3[c:16]([cH:17]2)[O:15][CH2:14][C:13]([CH2:18][N:19]2[CH2:20][CH:21]([C:25](=[O:26])[OH:27])[CH2:22][CH2:23][CH2:24]2)=[CH:12]3)[cH:30][cH:31][c:32]1[O:33][CH:34]([C:35]([F:36])([F:37])[F:38])[CH3:39])([F:40])[F:41].